Dataset: the Open Reaction Database (ORD), a public repository of structured organic reaction records. Task: describe an organic reaction: reactants, conditions, products, and yield Procedure: 3-Methyl-2-(6-trifluoromethoxy-benzothiazol-2-ylamino)-3H-benzoimidazole-5-carboxylic acid ethyl ester (2.8 g) was prepared by following General Procedure D starting from 6-trifluoromethoxy-benzothiazol-2-ylamine (2.9 g), 4-amino-3-methylamino-benzoic acid ethyl ester (2.1 g), thioCDI (2.2 g) and EDC (2.4 g) in DMF (30 mL). RXN SMILES: [F:1][C:2]([F:15])([F:14])[O:3][C:4]1[CH:13]=[CH:12][C:7]2[N:8]=[C:9]([NH2:11])[S:10][C:6]=2[CH:5]=1.[CH2:16]([O:18][C:19](=[O:29])[C:20]1[CH:25]=[CH:24][C:23]([NH2:26])=[C:22]([NH:27][CH3:28])[CH:21]=1)[CH3:17].[CH2:30](Cl)CCl>CN(C=O)C>[CH2:16]([O:18][C:19]([C:20]1[CH:25]=[CH:24][C:23]2[N:26]=[C:28]([NH:11][C:9]3[S:10][C:6]4[CH:5]=[C:4]([O:3][C:2]([F:1])([F:14])[F:15])[CH:13]=[CH:12][C:7]=4[N:8]=3)[N:27]([CH3:30])[C:22]=2[CH:21]=1)=[O:29])[CH3:17]. The yield is 59.3%. The reactants are FC(OC1=CC2=C(N=C(S2)N)C=C1)(F)F (6-trifluoromethoxy-benzothiazol-2-ylamine), C(C)OC(C1=CC(=C(C=C1)N)NC)=O (4-amino-3-methylamino-benzoic acid ethyl ester), C(CCl)Cl (EDC). Product: C(C)OC(=O)C1=CC2=C(N=C(N2C)NC=2SC3=C(N2)C=CC(=C3)OC(F)(F)F)C=C1 (3-Methyl-2-(6-trifluoromethoxy-benzothiazol-2-ylamino)-3H-benzoimidazole-5-carboxylic acid ethyl ester). Solvent: CN(C)C=O (DMF). The reactants are FC(C=1C=C(C=O)C=CC1)(F)F (3-(trifluoromethyl)benzaldehyde), CC(C(C(=O)N[C@H]1CC[C@@H]2CNC[C@@H]21)C2=CC=CC=C2)C (3-Methyl-N-[(3aR,4S,6aS)-octahydrocyclopenta[c]pyrrol-4-yl]-2-phenylbutanamide), C1(CCCCC1)C(C(=O)N[C@H]1CC[C@H]2CNC[C@H]21)C2CCCCC2 (2,2-dicyclohexyl-N-[(3aS,4S,6aR)-octahydrocyclopenta[c]pyrrol-4-yl]acetamide). Product: COC1=C(CN2C[C@@H]3[C@H](C2)[C@H](CC3)NC(C(C(C)C)C3=CC=CC=C3)=O)C=CC=C1 (N-[(3aR,4S,6aS)-2-(2-methoxybenzyl)octahydrocyclopenta[c]pyrrol-4-yl]-3-methyl-2-phenylbutanamide). As a reaction SMILES: FC(F)(F)[C:3]1[CH:4]=[C:5]([CH:8]=[CH:9][CH:10]=1)[CH:6]=O.[CH3:13][CH:14]([CH3:33])[CH:15]([C:27]1[CH:32]=[CH:31][CH:30]=[CH:29][CH:28]=1)[C:16]([NH:18][C@@H:19]1[C@@H:26]2[C@@H:22]([CH2:23][NH:24][CH2:25]2)[CH2:21][CH2:20]1)=[O:17].C1(C(C2CCCCC2)[C:41](N[C@@H]2[C@H]3[C@H](CNC3)CC2)=[O:42])CCCCC1>>[CH3:41][O:42][C:4]1[CH:3]=[CH:10][CH:9]=[CH:8][C:5]=1[CH2:6][N:24]1[CH2:25][C@@H:26]2[C@@H:19]([NH:18][C:16](=[O:17])[CH:15]([C:27]3[CH:28]=[CH:29][CH:30]=[CH:31][CH:32]=3)[CH:14]([CH3:33])[CH3:13])[CH2:20][CH2:21][C@@H:22]2[CH2:23]1. Procedure details: The title compound was prepared by substituting 2-methoxybenzaldehyde for 3-(trifluoromethyl)benzaldehyde and 3-methyl-N-[(3aR,4S,6aS)-octahydrocyclopenta[c]pyrrol-4-yl]-2-phenylbutanamide from Example 83 Step A for 2,2-dicyclohexyl-N-[(3aS,4S,6aR)-octahydrocyclopenta[c]pyrrol-4-yl]acetamide in the procedure described for Example 54: 1H NMR (400 MHz, pyridine-d5) δ ppm 8.50 (t, J=7.3, 1H), 7.62 (d, J=7.3, 2H), 7.55 (d, J=7.8, 1H), 7.32 (dq, J=3.8, 11.6, 2H), 7.25 (dd, J=3.6, 7.5, 2H), 7.04 (dt, ... As a reaction SMILES: [Br:1][c:2]1[cH:3][cH:4][c:5]([C:7](=[O:8])[OH:9])[o:6]1.[CH2:10]([CH2:11][CH2:12][CH2:13][CH2:14][CH2:15][CH2:16][CH2:17][CH2:18][CH2:19][CH2:20][CH2:21][CH2:22][CH3:23])[OH:24].[CH3:27][c:28]1[cH:29][cH:30][c:31]([CH3:32])[cH:33][cH:34]1.[CH3:36][C:37](=[O:38])[OH:39].[H-:25].[Na+:26].[OH2:35]>>[c:2]1([O:24][CH2:10][CH2:11][CH2:12][CH2:13][CH2:14][CH2:15][CH2:16][CH2:17][CH2:18][CH2:19][CH2:20][CH2:21][CH2:22][CH3:23])[cH:3][cH:4][c:5]([C:7](=[O:8])[OH:9])[o:6]1. The reactants are O=C(O)c1ccc(Br)o1, CCCCCCCCCCCCCCO, Cc1ccc(C)cc1, CC(=O)O, [H-], [Na+], O. Product: CCCCCCCCCCCCCCOc1ccc(C(=O)O)o1.